From a dataset of the Open Reaction Database (ORD), a public repository of structured organic reaction records. describe an organic reaction: reactants, conditions, products, and yield Starting materials: CN1CN(SC2NC(=O)C2NC(c2ccccc2)(c2ccccc2)c2ccccc2)N=N1, CC(C)=O, CON=C(C(=O)O)c1csc(NC(=O)CCl)n1, O, Cc1ccc(S(=O)(=O)O)cc1. The product is CON=C(C(=O)NC1C(=O)NC1SN1CN(C)N=N1)c1csc(NC(=O)CCl)n1. RXN SMILES: [CH3:1][N:2]1[N:3]=[N:4][N:5]([S:7][CH:8]2[CH:9]([NH:13][C:14]([c:15]3[cH:16][cH:17][cH:18][cH:19][cH:20]3)([c:21]3[cH:22][cH:23][cH:24][cH:25][cH:26]3)[c:27]3[cH:28][cH:29][cH:30][cH:31][cH:32]3)[C:10](=[O:12])[NH:11]2)[CH2:6]1.[CH3:62][C:63](=[O:64])[CH3:65].[Cl:45][CH2:46][C:47](=[O:48])[NH:49][c:50]1[s:51][cH:52][c:53]([C:55]([C:56](=[O:57])[OH:58])=[N:59][O:60][CH3:61])[n:54]1.[OH2:33].[c:34]1([CH3:35])[cH:36][cH:37][c:38]([S:39]([OH:40])(=[O:41])=[O:42])[cH:43][cH:44]1>>[CH3:1][N:2]1[N:3]=[N:4][N:5]([S:7][CH:8]2[CH:9]([NH:13][C:56]([C:55]([c:53]3[cH:52][s:51][c:50]([NH:49][C:47]([CH2:46][Cl:45])=[O:48])[n:54]3)=[N:59][O:60][CH3:61])=[O:58])[C:10](=[O:12])[NH:11]2)[CH2:6]1.